Dataset: the Open Reaction Database (ORD), a public repository of structured organic reaction records. Task: describe an organic reaction: reactants, conditions, products, and yield Reactants: C(C)(C)(C)OC(N[C@@H](CNCC1CCN(CC1)C(C)C)C1=CC=CC=C1)=O (N-[(R)-2-[(1-isopropylpiperidin-4-ylmethyl)amino]-1-phenylethyl]carbamic acid tert-butyl ester), crude residue, C1CC(=O)N(C1=O)OC(=O)OCC2C3=CC=CC=C3C4=CC=CC=C24 (9-fluorenylmethyl N-succinimidyl carbonate). Yields the product C(C)(C)(C)OC(N[C@@H](CN(CC1CCN(CC1)C(C)C)C(=O)OCC1C2=CC=CC=C2C=2C=CC=CC12)C1=CC=CC=C1)=O (N-[(R)-2-[(9H-Fluoren-9-ylmethoxycarbonyl)(1-isopropyl-piperidin-4-ylmethyl)amino]-1-phenylethyl]carbamic acid tert-butyl ester). Yield: 113.5%. RXN SMILES: [C:1]([O:5][C:6](=[O:27])[NH:7][C@H:8]([C:21]1[CH:26]=[CH:25][CH:24]=[CH:23][CH:22]=1)[CH2:9][NH:10][CH2:11][CH:12]1[CH2:17][CH2:16][N:15]([CH:18]([CH3:20])[CH3:19])[CH2:14][CH2:13]1)([CH3:4])([CH3:3])[CH3:2].C1C(=O)N([O:35][C:36]([O:38][CH2:39][CH:40]2[C:52]3[C:47](=[CH:48][CH:49]=[CH:50][CH:51]=3)[C:46]3[C:41]2=[CH:42][CH:43]=[CH:44][CH:45]=3)=O)C(=O)C1>>[C:1]([O:5][C:6](=[O:27])[NH:7][C@H:8]([C:21]1[CH:26]=[CH:25][CH:24]=[CH:23][CH:22]=1)[CH2:9][N:10]([C:36]([O:38][CH2:39][CH:40]1[C:41]2[CH:42]=[CH:43][CH:44]=[CH:45][C:46]=2[C:47]2[C:52]1=[CH:51][CH:50]=[CH:49][CH:48]=2)=[O:35])[CH2:11][CH:12]1[CH2:13][CH2:14][N:15]([CH:18]([CH3:19])[CH3:20])[CH2:16][CH2:17]1)([CH3:3])([CH3:4])[CH3:2]. Reported procedure: Using coupling method B, N-[(R)-2-[(1-isopropylpiperidin-4-ylmethyl)amino]-1-phenylethyl]carbamic acid tert-butyl ester (1.1 g, 2.8 mmol) and 9-fluorenylmethyl N-succinimidyl carbonate (Fmoc-OSu, 962 mg, 2.9 mmol) afforded 1.9 g of the title compound as a crude residue, that was used without further purification. The reactants are C(#N)C1(CC1)NC(=O)[C@H]1N(C[C@@H](C1)S(=O)(=O)C1=C(C=C(C=C1)F)Cl)C=1N(N=C(C1)C)C1CCC1 ((2S,4R)-4-(2-chloro-4-fluoro-benzenesulfonyl)-1-(2-cyclobutyl-5-methyl-2H-pyrazol-3-yl)-pyrrolidine-2-carboxylic acid (1-cyano-cyclopropyl)-amide), Cl.FC1(CNC1)F (3,3-difluoroazetidine hydrochloride). Product: ClC1=C(C=CC(=C1)N1CC(C1)(F)F)S(=O)(=O)[C@@H]1C[C@H](N(C1)C1=CC(=NN1C1CCC1)C)C(=O)NC1(CC1)C#N ((2S,4R)-4-(2-chloro-4-(3,3-difluoroazetidin-1-yl)phenylsulfonyl)-N-(1-cyanocyclopropyl)-1-(1-cyclobutyl-3-methyl-1H-pyrazol-5-yl)pyrrolidine-2-carboxamide). The solvent is C(C)#N (acetonitrile). As a reaction SMILES: [C:1]([C:3]1([NH:6][C:7]([C@@H:9]2[CH2:13][C@@H:12]([S:14]([C:17]3[CH:22]=[CH:21][C:20](F)=[CH:19][C:18]=3[Cl:24])(=[O:16])=[O:15])[CH2:11][N:10]2[C:25]2[N:26]([CH:31]3[CH2:34][CH2:33][CH2:32]3)[N:27]=[C:28]([CH3:30])[CH:29]=2)=[O:8])[CH2:5][CH2:4]1)#[N:2].Cl.[F:36][C:37]1([F:41])[CH2:40][NH:39][CH2:38]1>C(#N)C>[Cl:24][C:18]1[CH:19]=[C:20]([N:39]2[CH2:40][C:37]([F:41])([F:36])[CH2:38]2)[CH:21]=[CH:22][C:17]=1[S:14]([C@H:12]1[CH2:11][N:10]([C:25]2[N:26]([CH:31]3[CH2:34][CH2:33][CH2:32]3)[N:27]=[C:28]([CH3:30])[CH:29]=2)[C@H:9]([C:7]([NH:6][C:3]2([C:1]#[N:2])[CH2:5][CH2:4]2)=[O:8])[CH2:13]1)(=[O:16])=[O:15] |f:1.2|. Procedure: In analogy to the procedure described in example 389, (2S,4R)-4-(2-chloro-4-fluoro-benzenesulfonyl)-1-(2-cyclobutyl-5-methyl-2H-pyrazol-3-yl)-pyrrolidine-2-carboxylic acid (1-cyano-cyclopropyl)-amide (example 385b) was reacted with 3,3-difluoroazetidine hydrochloride (CAS Reg. No. 288315-03-7) in acetonitrile at 90° C. for 48 h to give the title compound as off-white foam. MS (ESI): m/z=579.3 [M+H]+.